From a dataset of the Open Reaction Database (ORD), a public repository of structured organic reaction records. describe an organic reaction: reactants, conditions, products, and yield Reactants: 4-(2-Melhoxy-phenyl)-cyclohex-3-enone, COC1=C(C=CC=C1)C1C=CC(CC1)=O (4-(2-Methoxy-phenyl)-cyclohex-2-enone). The reagents and catalysts are [Pd] (palladium on carbon). Run in C(C)OC(C)=O (ethylacetate). Run at time 6.5 hour. Product: COC1=C(C=CC=C1)C1CCC(CC1)=O (4-(2-Methoxy-phenyl)-cyclohexanone). Reaction SMILES: [CH3:1][O:2][C:3]1[CH:8]=[CH:7][CH:6]=[CH:5][C:4]=1[CH:9]1[CH2:14][CH2:13][C:12](=[O:15])[CH:11]=[CH:10]1>[Pd].C(OC(=O)C)C>[CH3:1][O:2][C:3]1[CH:8]=[CH:7][CH:6]=[CH:5][C:4]=1[CH:9]1[CH2:14][CH2:13][C:12](=[O:15])[CH2:11][CH2:10]1. Procedure details: To a suspension of palladium on carbon (3.75 g, 25% wt) in 200 mL ethylacetate was added a 1:2 mixture of 4-(2-Melhoxy-phenyl)-cyclohex-3-enone and 4-(2-Methoxy-phenyl)-cyclohex-2-enone (15 g, 75.0 mmol) under argon. The suspension was stirred under a hydrogen at 1 atm. for 6.5 h, filtered through celite,concentrated in vacuo, and crystallized from ethylacetate to give 4-(2-Methoxy-phenyl)-cyclohexanone. The reactants are CCO, [Cl-], Cn1nc(-c2cc([N+](=O)[O-])c(Cl)cc2F)c(Cl)c1OC(F)F, Cl, [Na+], [OH-], O. Yields the product Cn1nc(-c2cc(N)c(Cl)cc2F)c(Cl)c1OC(F)F. Reaction SMILES: [CH3:27][CH2:28][OH:29].[Cl-:23].[Cl:1][c:2]1[c:3](-[c:12]2[c:13]([F:22])[cH:14][c:15]([Cl:21])[c:16]([N+:18]([O-:19])=[O:20])[cH:17]2)[n:4][n:5]([CH3:11])[c:6]1[O:7][CH:8]([F:9])[F:10].[ClH:30].[Na+:26].[OH-:25].[OH2:24]>>[Cl:1][c:2]1[c:3](-[c:12]2[c:13]([F:22])[cH:14][c:15]([Cl:21])[c:16]([NH2:18])[cH:17]2)[n:4][n:5]([CH3:11])[c:6]1[O:7][CH:8]([F:9])[F:10].